This data is from the Open Reaction Database (ORD), a public repository of structured organic reaction records. The task is: describe an organic reaction: reactants, conditions, products, and yield Reactants: CCCCCC(CCCC(CCCCCCC(=O)OCC)C(=O)C=[N+]=[N-])OC(C)=O, C1COCCO1, O, O=S(=O)(O)O. Yields the product CCCCCC(CCCC(CCCCCCC(=O)OCC)C(=O)CO)OC(C)=O. As a reaction SMILES: [N+:1](=[N-:2])=[CH:3][C:4](=[O:5])[CH:6]([CH2:7][CH2:8][CH2:9][CH2:10][CH2:11][CH2:12][C:13](=[O:14])[O:15][CH2:16][CH3:17])[CH2:18][CH2:19][CH2:20][CH:21]([CH2:22][CH2:23][CH2:24][CH2:25][CH3:26])[O:27][C:28]([CH3:29])=[O:30].[O:36]1[CH2:37][CH2:38][O:39][CH2:40][CH2:41]1.[OH2:42].[S:31]([OH:32])(=[O:33])(=[O:34])[OH:35]>>[CH2:3]([C:4](=[O:5])[CH:6]([CH2:7][CH2:8][CH2:9][CH2:10][CH2:11][CH2:12][C:13](=[O:14])[O:15][CH2:16][CH3:17])[CH2:18][CH2:19][CH2:20][CH:21]([CH2:22][CH2:23][CH2:24][CH2:25][CH3:26])[O:27][C:28]([CH3:29])=[O:30])[OH:32]. Reactants: C(C=C)(=O)OC (methyl acrylate), CC(CCCCCC)O (2-octanol), ON1C(C=2C(C1=O)=CC=CC2)=O (N-hydroxyphthalimide), O=O (oxygen). The reagents and catalysts are C(C)(=O)[O-].[Co+2].C(C)(=O)[O-] (cobalt(II) acetate). The solvent is C(C)#N (acetonitrile). Yields the product C(CCCCC)C1(CC(C(=O)O1)O)C (γ-hexyl-α-hydroxy-γ-methyl-γ-butyrolactone). Isolated yield 74.0%. RXN SMILES: [C:1]([O:5]C)(=[O:4])C=C.[CH3:7][CH:8](O)CCCCCC.ON1[C:21](=[O:22])[C:20]2=[CH:23][CH:24]=[CH:25][CH:26]=[C:19]2[C:18]1=O.O=O>C([O-])(=O)C.[Co+2].C([O-])(=O)C.C(#N)C>[CH2:26]([C:19]1([CH3:18])[O:5][C:1](=[O:4])[CH:21]([OH:22])[CH2:20]1)[CH2:25][CH2:24][CH2:23][CH2:7][CH3:8] |f:4.5.6|. Reported procedure: A mixture of 3 mmol of methyl acrylate, 15 mmol of 2-octanol, 0.6 mmol of N-hydroxyphthalimide, 0.003 mmol of cobalt(II) acetate, and 0.03 mmol of acetylacetonatocobalt(III), and 1 ml of acetonitrile was stirred at 50° C. in an oxygen atmosphere (1 atm) for 8 hours. A reaction mixture was subjected to column chromatography on a silica gel to yield γ-hexyl-α-hydroxy-γ-methyl-γ-butyrolactone in a yield of 74%. Reactants: IC1=CC=C(C=C1)S(=O)(=O)Cl (4-iodobenzenesulfonyl chloride), C (charcoal), C(C)NC(C1=C(C=CC(=C1)N)OC=1C=C(C=NC1)Cl)=O (N-ethyl 5-amino-2-(3-chloro-5-pyridyloxy)benzamide), N1=CC=CC=C1 (pyridine). The solvent is CO (methanol), C(Cl)Cl (methylene chloride), C(C)(=O)OCC (ethyl acetate). The product is C(C)NC(C1=C(C=CC(=C1)NS(=O)(=O)C1=CC=C(C=C1)I)OC=1C=C(C=NC1)Cl)=O (N-ethyl 5-(4-iodobenzenesulfonamido)-2-(3-chloro-5-pyridyloxy)benzamide). Yield: 73.2%. As a reaction SMILES: [CH2:1]([NH:3][C:4](=[O:20])[C:5]1[CH:10]=[C:9]([NH2:11])[CH:8]=[CH:7][C:6]=1[O:12][C:13]1[CH:14]=[C:15]([Cl:19])[CH:16]=[N:17][CH:18]=1)[CH3:2].[I:21][C:22]1[CH:27]=[CH:26][C:25]([S:28](Cl)(=[O:30])=[O:29])=[CH:24][CH:23]=1.N1C=CC=CC=1.C>C(Cl)Cl.C(OCC)(=O)C.CO>[CH2:1]([NH:3][C:4](=[O:20])[C:5]1[CH:10]=[C:9]([NH:11][S:28]([C:25]2[CH:26]=[CH:27][C:22]([I:21])=[CH:23][CH:24]=2)(=[O:30])=[O:29])[CH:8]=[CH:7][C:6]=1[O:12][C:13]1[CH:14]=[C:15]([Cl:19])[CH:16]=[N:17][CH:18]=1)[CH3:2]. Procedure details: To a suspension of N-ethyl 5-amino-2-(3-chloro-5-pyridyloxy)benzamide from Example 17.3 (0.9 g) in methylene chloride (10 mL) was added 4-iodobenzenesulfonyl chloride (1.03 g), followed by pyridine (275 μL). The reaction progress was monitored by TLC, and upon completion the solvent was removed under vacuum. The resulting residue was partitioned between methylene chloride and water. The organic layer was drawn off and concentrated to form pink crystals. The crystals were dissolved in ethyl aceta... The reactants are CCCCO, CCN(C(C)C)C(C)C, Nc1cccc(Cl)c1, CC(C)n1cnc2c(Cl)nc(F)nc21. The product is CC(C)n1cnc2c(Nc3cccc(Cl)c3)nc(F)nc21. RXN SMILES: [CH2:32]([OH:33])[CH2:34][CH2:35][CH3:36].[CH:23]([N:24]([CH2:25][CH3:26])[CH:27]([CH3:28])[CH3:29])([CH3:30])[CH3:31].[Cl:15][c:16]1[cH:17][c:18]([NH2:19])[cH:20][cH:21][cH:22]1.[Cl:1][c:2]1[c:3]2[n:4][cH:5][n:6]([CH:12]([CH3:13])[CH3:14])[c:7]2[n:8][c:9]([F:11])[n:10]1>>[c:2]1([NH:19][c:18]2[cH:17][c:16]([Cl:15])[cH:22][cH:21][cH:20]2)[c:3]2[n:4][cH:5][n:6]([CH:12]([CH3:13])[CH3:14])[c:7]2[n:8][c:9]([F:11])[n:10]1. The reactants are ClC=1C=C(C=NC1)OCC(=O)O (2-(5-chloropyridine-3-yloxy)acetic acid), C1(CC1)CN1CCC(CC1)NC (1-(cyclopropylmethyl)-N-methylpiperidine-4-amine). Yields the product Cl.ClC=1C=C(C=NC1)OCC(=O)N(C)C1CCN(CC1)CC1CC1 (2-(5-chloropyridine-3-yloxy)-N-(1-(cyclopropylmethyl)piperidine-4-yl)-N-methylacetamide hydrochloride). As a reaction SMILES: [Cl:1][C:2]1[CH:3]=[C:4]([O:8][CH2:9][C:10]([OH:12])=O)[CH:5]=[N:6][CH:7]=1.[CH:13]1([CH2:16][N:17]2[CH2:22][CH2:21][CH:20]([NH:23][CH3:24])[CH2:19][CH2:18]2)[CH2:15][CH2:14]1>>[ClH:1].[Cl:1][C:2]1[CH:3]=[C:4]([O:8][CH2:9][C:10]([N:23]([CH:20]2[CH2:19][CH2:18][N:17]([CH2:16][CH:13]3[CH2:15][CH2:14]3)[CH2:22][CH2:21]2)[CH3:24])=[O:12])[CH:5]=[N:6][CH:7]=1 |f:2.3|. Procedure details: The title compound was synthesized from 2-(5-chloropyridine-3-yloxy)acetic acid and 1-(cyclopropylmethyl)-N-methylpiperidine-4-amine in the same manner as in Example 95. Starting materials: NC1=NC(=NN1)S (5-amino-3-mercapto-1,2,4-triazole), C(C1=CC=CC=C1)(=O)Cl (benzoyl chloride). Solvent: N1=CC=CC=C1 (pyridine). Run at time 25 minute. The product is C(C1=CC=CC=C1)(=O)NC1=NC(=NN1)S (5-Benzoylamino-3-mercapto-1,2,4,-triazole). As a reaction SMILES: [NH2:1][C:2]1[NH:6][N:5]=[C:4]([SH:7])[N:3]=1.[C:8](Cl)(=[O:15])[C:9]1[CH:14]=[CH:13][CH:12]=[CH:11][CH:10]=1>N1C=CC=CC=1>[C:8]([NH:1][C:2]1[NH:6][N:5]=[C:4]([SH:7])[N:3]=1)(=[O:15])[C:9]1[CH:14]=[CH:13][CH:12]=[CH:11][CH:10]=1. Procedure: To a suitably equipped reaction vessel was charged 116 g (1.0 mole) of 5-amino-3-mercapto-1,2,4-triazole and 500 ml of pyridine. A total of 147.5 g (1.05 mole) of benzoyl chloride was added with vigorous stirring over 25 minutes, during which time the temperature rose from 24° to 59° C. The mobile, pale yellow slurry obtained was heated at reflux with stirring. The solid material dissolved and then, after about 40 additional minutes, a white solid began separating. An additional 200 ml of pyridi...